From a dataset of the Open Reaction Database (ORD), a public repository of structured organic reaction records. describe an organic reaction: reactants, conditions, products, and yield Reaction SMILES: [CH3:36][NH2:37].[Cl:1][CH2:2][CH2:3][O:4][c:5]1[c:6]([C:12]2([NH:15][c:16]3[c:17](=[O:35])[n:18](-[c:22]4[cH:23][c:24]([C:25](=[O:26])[NH:27][CH:28]5[CH2:29][CH2:30]5)[cH:31][cH:32][c:33]4[CH3:34])[cH:19][cH:20][n:21]3)[CH2:13][CH2:14]2)[cH:7][c:8]([F:11])[cH:9][cH:10]1.[O:39]1[CH2:40][CH2:41][O:42][CH2:43][CH2:44]1.[OH2:38]>>[CH2:2]([CH2:3][O:4][c:5]1[c:6]([C:12]2([NH:15][c:16]3[c:17](=[O:35])[n:18](-[c:22]4[cH:23][c:24]([C:25](=[O:26])[NH:27][CH:28]5[CH2:29][CH2:30]5)[cH:31][cH:32][c:33]4[CH3:34])[cH:19][cH:20][n:21]3)[CH2:13][CH2:14]2)[cH:7][c:8]([F:11])[cH:9][cH:10]1)[NH:37][CH3:36]. The reactants are CN, Cc1ccc(C(=O)NC2CC2)cc1-n1ccnc(NC2(c3cc(F)ccc3OCCCl)CC2)c1=O, C1COCCO1, O. Product: CNCCOc1ccc(F)cc1C1(Nc2nccn(-c3cc(C(=O)NC4CC4)ccc3C)c2=O)CC1. The reactants are C(C)(=O)[O-].[Na+] (sodium acetate), ClC1=NC=NC(=C1Cl)C(C(CN1N=CN=C1)(O)C1=C(C=C(C=C1)F)F)C (3-(4,5-dichloropyrimidin-6-yl)-2-(2,4-difluorophenyl)-1-(1H-1,2,4-triazol-1-yl)butan-2-ol), 6(iii). Reagents/catalysts: [Pd] (palladium-on-charcoal). Solvent: C(C)O (ethanol). Yields the product ClC=1C(=NC=NC1)C(C(CN1N=CN=C1)(O)C1=C(C=C(C=C1)F)F)C (3-(5-Chloropyrimidin-4-yl)-2-(2,4-difluorophenyl)-1-(1H-1,2,4-triazol-1-yl)butan-2-ol). Reaction SMILES: Cl[C:2]1[C:7]([Cl:8])=[C:6]([CH:9]([CH3:26])[C:10]([C:18]2[CH:23]=[CH:22][C:21]([F:24])=[CH:20][C:19]=2[F:25])([OH:17])[CH2:11][N:12]2[CH:16]=[N:15][CH:14]=[N:13]2)[N:5]=[CH:4][N:3]=1.C([O-])(=O)C.[Na+]>C(O)C.[Pd]>[Cl:8][C:7]1[C:6]([CH:9]([CH3:26])[C:10]([C:18]2[CH:23]=[CH:22][C:21]([F:24])=[CH:20][C:19]=2[F:25])([OH:17])[CH2:11][N:12]2[CH:16]=[N:15][CH:14]=[N:13]2)=[N:5][CH:4]=[N:3][CH:2]=1 |f:1.2|. Procedure details: A solution of 3-(4,5-dichloropyrimidin-6-yl)-2-(2,4-difluorophenyl)-1-(1H-1,2,4-triazol-1-yl)butan-2-ol, enantiomeric pair B (see Preparation 6(iii)) (0.58 g, 1.46 mmol) in ethanol (20 ml) was hydrogenated at atmospheric pressure and at room temperature in the presence of 10% palladium-on-charcoal (45 mg) and sodium acetate (122 mg, 1.5 mmol) for 7 hours. The catalyst was then removed by filtration and the filtrate was concentrated under reduced pressure. "Flash " chromatography of the residue o... Reactants: CC(C(=O)O)N(C(=O)OC(C)(C)C)c1ccc([N+](=O)[O-])cc1, CCO, CC(=O)O, [H][H]. Yields the product CC(C(=O)O)N(C(=O)OC(C)(C)C)c1ccc(N)cc1. RXN SMILES: [C:1](=[O:2])([O:3][C:4]([CH3:5])([CH3:6])[CH3:7])[N:8]([CH:9]([CH3:10])[C:11](=[O:12])[OH:13])[c:14]1[cH:15][cH:16][c:17]([N+:20]([O-:21])=[O:22])[cH:18][cH:19]1.[CH2:29]([OH:30])[CH3:31].[CH3:23][C:24](=[O:25])[OH:26].[H:27][H:28]>>[C:1](=[O:2])([O:3][C:4]([CH3:5])([CH3:6])[CH3:7])[N:8]([CH:9]([CH3:10])[C:11](=[O:12])[OH:13])[c:14]1[cH:15][cH:16][c:17]([NH2:20])[cH:18][cH:19]1. The reactants are CCC(CC)N1CCNCC1, O=C(Cl)Oc1ccc([N+](=O)[O-])cc1, ClCCl, Cl. The product is CCC(CC)N1CCN(C(=O)Oc2ccc([N+](=O)[O-])cc2)CC1, Cl. Reaction SMILES: [CH2:1]([CH3:2])[CH:3]([CH2:4][CH3:5])[N:6]1[CH2:7][CH2:8][NH:9][CH2:10][CH2:11]1.[Cl:12][C:13](=[O:14])[O:15][c:16]1[cH:17][cH:18][c:19]([N+:22](=[O:23])[O-:24])[cH:20][cH:21]1.[Cl:25][CH2:26][Cl:27].[ClH:28]>>[CH2:1]([CH3:2])[CH:3]([CH2:4][CH3:5])[N:6]1[CH2:7][CH2:8][N:9]([C:13](=[O:14])[O:15][c:16]2[cH:17][cH:18][c:19]([N+:22](=[O:23])[O-:24])[cH:20][cH:21]2)[CH2:10][CH2:11]1.[ClH:12]. Reactants: I(=O)(=O)(=O)[O-].[Na+] (Sodium periodate), CC1=CN(C2=CC=CC(=C12)C=C)S(=O)(=O)C1=CC=CC=C1 (3-methyl-1-(phenylsulfonyl)-4-vinyl-1H-indole), CC1=CN(C2=CC=CC(=C12)C=C)S(=O)(=O)C1=CC=CC=C1 (3-methyl-1-(phenylsulfonyl)-4-vinyl-1H-indole), CC1=CN(C2=CC=CC(=C12)C=C)S(=O)(=O)C1=CC=CC=C1 (3-methyl-1-(phenylsulfonyl)-4-vinyl-1H-indole), N1=C(C=CC=C1C)C (2,6-lutidine). Reagents/catalysts: O=[Os](=O)(=O)=O (OsO4). The solvent is O (water), O1CCOCC1 (dioxane). Conditions: time 50 minute. Product: CC1=CN(C=2C=CC=C(C12)C=O)S(=O)(=O)C1=CC=CC=C1 (3-Methyl-1-(phenylsulfonyl)-1H-indole-4-carbaldehyde). Isolated yield 134.5%. As a reaction SMILES: [CH3:1][C:2]1[C:10]2[C:5](=[CH:6][CH:7]=[CH:8][C:9]=2[CH:11]=C)[N:4]([S:13]([C:16]2[CH:21]=[CH:20][CH:19]=[CH:18][CH:17]=2)(=[O:15])=[O:14])[CH:3]=1.N1C(C)=CC=CC=1C.I([O-])(=O)(=O)=[O:31].[Na+]>O1CCOCC1.O.O=[Os](=O)(=O)=O>[CH3:1][C:2]1[C:10]2[C:9]([CH:11]=[O:31])=[CH:8][CH:7]=[CH:6][C:5]=2[N:4]([S:13]([C:16]2[CH:21]=[CH:20][CH:19]=[CH:18][CH:17]=2)(=[O:15])=[O:14])[CH:3]=1 |f:2.3|. Procedure: OsO4 (29 mg, 0.12 mmol) was added to a stirred mixture of 3-methyl-1-(phenylsulfonyl)-4-vinyl-1H-indole (342 mg, 1.15 mmol; Intermediate 30) and 2,6-lutidine (268 μL, 2.3 mmol) in dioxane (15 mL). The mixture turned from colorless to black in 1 minute. Sodium periodate (0.984 g, 4.6 mmol) in water (5 mL, warmed to dissolve) was added. A grey precipitation was immediately formed. The mixture was stirred for 50 min, combined with an earlier batch of this intermediate (followed this experimental an... Reactants: [BH4-], N#CC1CN(Cc2ccccc2)CCC1=O, CCO, [Na+]. Product: N#CC1CN(Cc2ccccc2)CCC1O. As a reaction SMILES: [BH4-:1].[CH2:3]([c:4]1[cH:5][cH:6][cH:7][cH:8][cH:9]1)[N:10]1[CH2:11][CH:12]([C:17]#[N:18])[C:13](=[O:16])[CH2:14][CH2:15]1.[CH3:19][CH2:20][OH:21].[Na+:2]>>[CH2:3]([c:4]1[cH:5][cH:6][cH:7][cH:8][cH:9]1)[N:10]1[CH2:11][CH:12]([C:17]#[N:18])[CH:13]([OH:16])[CH2:14][CH2:15]1. The reactants are [Li]CCCC, CN(C)C=O, CCCCCC, CC(C)NC(C)C, CCCCCCCCOc1ccc(-c2cccc(F)n2)cc1, C1CCOC1. Yields the product CCCCCCCCOc1ccc(-c2ccc(C=O)c(F)n2)cc1. Reaction SMILES: [CH2:8]([Li:9])[CH2:10][CH2:11][CH3:12].[CH3:35][N:36]([CH:37]=[O:38])[CH3:39].[CH3:45][CH2:46][CH2:47][CH2:48][CH2:49][CH3:50].[CH:1]([NH:2][CH:3]([CH3:4])[CH3:5])([CH3:6])[CH3:7].[F:13][c:14]1[n:15][c:16](-[c:20]2[cH:21][cH:22][c:23]([O:26][CH2:27][CH2:28][CH2:29][CH2:30][CH2:31][CH2:32][CH2:33][CH3:34])[cH:24][cH:25]2)[cH:17][cH:18][cH:19]1.[O:40]1[CH2:41][CH2:42][CH2:43][CH2:44]1>>[F:13][c:14]1[n:15][c:16](-[c:20]2[cH:21][cH:22][c:23]([O:26][CH2:27][CH2:28][CH2:29][CH2:30][CH2:31][CH2:32][CH2:33][CH3:34])[cH:24][cH:25]2)[cH:17][cH:18][c:19]1[CH:37]=[O:38].